From a dataset of the Open Reaction Database (ORD), a public repository of structured organic reaction records. describe an organic reaction: reactants, conditions, products, and yield The reactants are FC=1C=C(C=CC1F)C1(CNCC1)O (3-(3,4-difluorophenyl)pyrrolidin-3-ol), C([O-])([O-])=O.[K+].[K+] (potassium carbonate), C(C)(C)Br (isopropylbromide). Solvent: C(C)#N (acetonitrile). Reaction conditions: temperature 120 celsius. Product: FC=1C=C(C=CC1F)C1(CN(CC1)C(C)C)O (3-(3,4-DIFLUOROPHENYL)-1-ISOPROPYLPYRROLIDIN-3-OL). Yield: 39.6%. RXN SMILES: [F:1][C:2]1[CH:3]=[C:4]([C:9]2([OH:14])[CH2:13][CH2:12][NH:11][CH2:10]2)[CH:5]=[CH:6][C:7]=1[F:8].C(=O)([O-])[O-].[K+].[K+].[CH:21](Br)([CH3:23])[CH3:22]>C(#N)C>[F:1][C:2]1[CH:3]=[C:4]([C:9]2([OH:14])[CH2:13][CH2:12][N:11]([CH:21]([CH3:23])[CH3:22])[CH2:10]2)[CH:5]=[CH:6][C:7]=1[F:8] |f:1.2.3|. Reported procedure: In a sealed tube a mixture of 3-(3,4-difluorophenyl)pyrrolidin-3-ol (0.192 g, 0.963 mmol), acetonitrile (3 mL), potassium carbonate (0.133 g, 0.963 mmol) and isopropylbromide (0.118 g, 0.963 mmol) was heated under microwave irradiation at 120° C. for 25 minutes. The mixture was filtrated and evaporated. Purification by flash chromatography on silica gel (ethyl acetate/methanol, 4:1 to 1:1) and by HPLC on Waters OBD C18, 5 μm (MeOH/33 mM NH3, 20:80 to 55:45) gave the title compound (0.092 g). The... Reactants: C(C1=CC=CC=C1)(C1=CC=CC=C1)(C1=CC=CC=C1)NC=1C=C(C=CC1)CCOS(=O)(=O)C1=CC=C(C=C1)[N+](=O)[O-] (4-nitrobenzenesulfonic acid 2-[3-(tritylamino)phenyl]ethyl ester), Cl (hydrochloric acid), C([O-])(O)=O.[Na+] (sodium bicarbonate), C(C1=CC=CC=C1)NC[C@H](O[Si](C)(C)C(C)(C)C)C1=C2C=CC(NC2=C(C=C1)OCC1=CC=CC=C1)=O (5-[(R)-2-benzylamino-1-(tert-butyldimethylsilanyloxy)ethyl]-8-benzyloxy-1H-quinolin-2-one), C([O-])(O)=O.[Na+] (sodium bicarbonate). Run in CCOC(=O)C (EtOAc), O (Water), C(C)#N (acetonitrile). Run at time 1 hour. Product: NC=1C=C(C=CC1)CCN(C[C@H](O[Si](C)(C)C(C)(C)C)C1=C2C=CC(NC2=C(C=C1)OCC1=CC=CC=C1)=O)CC1=CC=CC=C1 (5-[(R)-2-{[2-(3-Aminophenyl)ethyl]benzylamino}-1-(tert-butyl-dimethylsilanyloxy)ethyl]-8-benzyloxy-1H-quinolin-2-one). Yield: 85.6%. RXN SMILES: C([NH:20][C:21]1[CH:22]=[C:23]([CH2:27][CH2:28]OS(C2C=CC([N+]([O-])=O)=CC=2)(=O)=O)[CH:24]=[CH:25][CH:26]=1)(C1C=CC=CC=1)(C1C=CC=CC=1)C1C=CC=CC=1.[CH2:42]([NH:49][CH2:50][C@@H:51]([C:60]1[CH:69]=[CH:68][C:67]([O:70][CH2:71][C:72]2[CH:77]=[CH:76][CH:75]=[CH:74][CH:73]=2)=[C:66]2[C:61]=1[CH:62]=[CH:63][C:64](=[O:78])[NH:65]2)[O:52][Si:53]([C:56]([CH3:59])([CH3:58])[CH3:57])([CH3:55])[CH3:54])[C:43]1[CH:48]=[CH:47][CH:46]=[CH:45][CH:44]=1.C(=O)(O)[O-].[Na+].Cl>C(#N)C.CCOC(C)=O.O>[NH2:20][C:21]1[CH:22]=[C:23]([CH2:27][CH2:28][N:49]([CH2:42][C:43]2[CH:48]=[CH:47][CH:46]=[CH:45][CH:44]=2)[CH2:50][C@@H:51]([C:60]2[CH:69]=[CH:68][C:67]([O:70][CH2:71][C:72]3[CH:73]=[CH:74][CH:75]=[CH:76][CH:77]=3)=[C:66]3[C:61]=2[CH:62]=[CH:63][C:64](=[O:78])[NH:65]3)[O:52][Si:53]([C:56]([CH3:59])([CH3:58])[CH3:57])([CH3:55])[CH3:54])[CH:24]=[CH:25][CH:26]=1 |f:2.3|. Reported procedure: A stirred mixture of 4-nitrobenzenesulfonic acid 2-[3-(tritylamino)phenyl]ethyl ester (7.44 g, 13.2 mmol); 5-[(R)-2-benzylamino-1-(tert-butyldimethylsilanyloxy)ethyl]-8-benzyloxy-1H-quinolin-2-one (5.42 g, 10.5 mmol) (see, e.g., U.S. Patent Publication No. 2006/0035931 A1, published Feb. 16, 2006) and sodium bicarbonate (3.32 g, 39.5 mmol) in acetonitrile (26.4 mL) was heated at 75° C. under nitrogen for 18 h. The mixture was cooled to room temperature and the pH was adjusted to pH<2 with aqueou...